Task: describe an organic reaction: reactants, conditions, products, and yield. Dataset: the Open Reaction Database (ORD), a public repository of structured organic reaction records The reactants are FC=1C(=C(N)C=CC1)OC(F)F (3-fluoro-2-difluoromethoxyaniline), C(C)OC=C(C(=O)OCC)C(=O)OCC (diethyl ethoxymethylenemalonate). Run in CCCCCC (n-hexane). Reaction conditions: temperature 120 celsius. The product is C(C)OC(=O)C(=CNC1=C(C(=CC=C1)F)OC(F)F)C(=O)OCC (N-(2,2-diethoxycarbonylvinyl)-3-fluoro-2-difluoromethoxyaniline). Isolated yield 85.0%. As a reaction SMILES: [F:1][C:2]1[C:3]([O:9][CH:10]([F:12])[F:11])=[C:4]([CH:6]=[CH:7][CH:8]=1)[NH2:5].C(O[CH:16]=[C:17]([C:23]([O:25][CH2:26][CH3:27])=[O:24])[C:18]([O:20][CH2:21][CH3:22])=[O:19])C>CCCCCC>[CH2:26]([O:25][C:23]([C:17]([C:18]([O:20][CH2:21][CH3:22])=[O:19])=[CH:16][NH:5][C:4]1[CH:6]=[CH:7][CH:8]=[C:2]([F:1])[C:3]=1[O:9][CH:10]([F:11])[F:12])=[O:24])[CH3:27]. Reported procedure: A mixture of 22.4 g (0.127 mole) of 3-fluoro-2-difluoromethoxyaniline obtained as described above and 27.4 g (0.127 mole) of diethyl ethoxymethylenemalonate was heated at 120° C. for 5 hours. The mixture was cooled to room temperature, n-hexane was added thereto, and the mixture was filtered. Products collected by filtration was washed with n-hexane and dried to obtain 37.5 g of N-(2,2-diethoxycarbonylvinyl)-3-fluoro-2-difluoromethoxyaniline as white powder. Reactants: 81.4, C#C (acetylene), [OH-].[K+] (potassium hydroxide), C(CN(CC(=O)O)CC(=O)O)N(CC(=O)O)CC(=O)O (ethylenediamine tetraacetic acid), N1(CCCC1)C1=CC2=CC[C@H]3[C@@H]4CCC([C@@]4(C)CC[C@@H]3[C@]2(CC1)C)=O (3-(1-pyrrolidinyl)androsta-3,5-dien-17-one). Solvent: C(C)O (ethanol), O (water), C(C)(=O)O (acetic acid), O1CCCC1 (tetrahydrofuran). Reaction conditions: temperature 40 celsius. The product is C(#C)[C@]1([C@]2(C)[C@@H](CC1)[C@@H]1CCC3=CC(CC[C@]3(C)[C@H]1CC2)=O)O (17α-ethynyl-17β-hydroxyandrost-4-en-3-one). RXN SMILES: [OH-:1].[K+].[CH2:3](N(CC(O)=O)CC(O)=O)[CH2:4]N(CC(O)=O)CC(O)=O.N1([C:28]2[CH2:45][CH2:44][C@@:43]3([CH3:46])[C:30](=[CH:31][CH2:32][C@@H:33]4[C@@H:42]3[CH2:41][CH2:40][C@@:38]3([CH3:39])[C@H:34]4[CH2:35][CH2:36][C:37]3=[O:47])[CH:29]=2)CCCC1.C#C>O.C(O)(=O)C.C(O)C.O1CCCC1>[C:36]([C@:37]1([OH:47])[CH2:4][CH2:3][C@H:34]2[C@H:33]3[C@H:42]([CH2:41][CH2:40][C@:38]12[CH3:39])[C@:43]1([CH3:46])[C:30](=[CH:29][C:28](=[O:1])[CH2:45][CH2:44]1)[CH2:31][CH2:32]3)#[CH:35] |f:0.1|. Procedure: A slurry is prepared from 351 parts of tetrahydrofuran, 85 parts of 90% potassium hydroxide powder and 0.6 part of ethylenediamine tetraacetic acid. The resulting slurry is stirred and 17.6 part of ethanol is added. The mixture is then warmed to 40° C. and stirred at the temperature for 30 minutes. The resulting slurry is then cooled to -10° C. and 95.6 parts of 3-(1-pyrrolidinyl)androsta-3,5-dien-17-one is added, maintaining the mixture under nitrogen. Then, 10.9 parts of acetylene is added to ... Reactants: BrC1=C(C(=O)O)C=C(C=C1)Cl (2-bromo-5-chlorobenzoic acid), C(CCC)[Li] (n-butyllithium), COC1=CC=C(C(=O)N(C)OC)C=C1 (4-methoxy-N-methoxy-N-methyl-benzamide). The product is ClC=1C=CC(=C(C(=O)O)C1)C(C1=CC=C(C=C1)OC)=O (5-chloro-2-(4-methoxybenzoyl)benzoic acid). As a reaction SMILES: Br[C:2]1[CH:10]=[CH:9][C:8]([Cl:11])=[CH:7][C:3]=1[C:4]([OH:6])=[O:5].C([Li])CCC.[CH3:17][O:18][C:19]1[CH:30]=[CH:29][C:22]([C:23](N(OC)C)=[O:24])=[CH:21][CH:20]=1>>[Cl:11][C:8]1[CH:9]=[CH:10][C:2]([C:23](=[O:24])[C:22]2[CH:29]=[CH:30][C:19]([O:18][CH3:17])=[CH:20][CH:21]=2)=[C:3]([CH:7]=1)[C:4]([OH:6])=[O:5]. Procedure: This compound is synthesized according to the method described in 3.2. by reacting 2-bromo-5-chlorobenzoic acid pretreated with n-butyllithium with 4-methoxy-N-methoxy-N-methyl-benzamide. It is used in crude form in the following reaction.